Dataset: the Open Reaction Database (ORD), a public repository of structured organic reaction records. Task: describe an organic reaction: reactants, conditions, products, and yield Run at time 1.5 hour. Procedure: N-(4-Cyclohexylphenyl)-6-hydrazinonicotinamide (0.20 g) and 4-(ethoxymethylene)-2-methyl-1,3-oxazol-5(4H)-one (0.12 g) were dissolved in ethanol (30 mL), and the solution was stirred at room temperature for 1.5 hours. The solvent was distilled off under reduced pressure, and diisopropyl ether was added to the residue. The deposited solid was collected by filtration and washed with diisopropyl ether. The solid was dried under reduced pressure to obtain the title compound (0.015 g) as a white soli... Isolated yield 5.5%. Reaction SMILES: [CH:1]1([C:7]2[CH:12]=[CH:11][C:10]([NH:13][C:14](=[O:23])[C:15]3[CH:20]=[CH:19][C:18]([NH:21][NH2:22])=[N:17][CH:16]=3)=[CH:9][CH:8]=2)[CH2:6][CH2:5][CH2:4][CH2:3][CH2:2]1.C([O:26][CH:27]=[C:28]1[C:32](=O)[O:31][C:30]([CH3:34])=[N:29]1)C>C(O)C>[C:30]([NH:29][C:28]1[C:27](=[O:26])[N:21]([C:18]2[CH:19]=[CH:20][C:15]([C:14]([NH:13][C:10]3[CH:9]=[CH:8][C:7]([CH:1]4[CH2:2][CH2:3][CH2:4][CH2:5][CH2:6]4)=[CH:12][CH:11]=3)=[O:23])=[CH:16][N:17]=2)[NH:22][CH:32]=1)(=[O:31])[CH3:34]. Run in C(C)O (ethanol). Starting materials: C1(CCCCC1)C1=CC=C(C=C1)NC(C1=CN=C(C=C1)NN)=O (N-(4-Cyclohexylphenyl)-6-hydrazinonicotinamide), C(C)OC=C1N=C(OC1=O)C (4-(ethoxymethylene)-2-methyl-1,3-oxazol-5(4H)-one). Yields the product C(C)(=O)NC1=CNN(C1=O)C1=NC=C(C(=O)NC2=CC=C(C=C2)C2CCCCC2)C=C1 (6-(4-Acetamido-5-oxo-2,5-dihydro-1H-pyrazol-1-yl)-N-(4-cyclohexylphenyl)nicotinamide). Reactants: [BH4-], Cc1ccccc1, CC(C)=O, [Na+], C1CCOC1, O, O=S(=O)(O)O, O=C(O)Cc1ccc2sccc2c1. RXN SMILES: [BH4-:6].[CH3:26][c:27]1[cH:28][cH:29][cH:30][cH:31][cH:32]1.[CH3:34][C:35](=[O:36])[CH3:37].[Na+:7].[O:1]1[CH2:2][CH2:3][CH2:4][CH2:5]1.[OH2:33].[S:21](=[O:22])(=[O:23])([OH:24])[OH:25].[s:8]1[cH:9][cH:10][c:11]2[c:12]1[cH:13][cH:14][c:15]([CH2:17][C:18](=[O:19])[OH:20])[cH:16]2>>[s:8]1[cH:9][cH:10][c:11]2[c:12]1[cH:13][cH:14][c:15]([CH2:17][CH2:18][OH:19])[cH:16]2. Product: OCCc1ccc2sccc2c1.